From a dataset of the Open Reaction Database (ORD), a public repository of structured organic reaction records. describe an organic reaction: reactants, conditions, products, and yield Reactants: OC1Cc2ccccc2C1, C1CCOC1, CCOCC, COc1ccc(C=O)cc1O, c1ccc(P(c2ccccc2)c2ccccc2)cc1. Product: COc1ccc(C=O)cc1OC1Cc2ccccc2C1. RXN SMILES: [CH2:12]1[CH:13]([OH:21])[CH2:14][c:15]2[cH:16][cH:17][cH:18][cH:19][c:20]21.[CH2:41]1[O:42][CH2:43][CH2:44][CH2:45]1.[CH3:46][CH2:47][O:48][CH2:49][CH3:50].[OH:1][c:2]1[cH:3][c:4]([CH:5]=[O:6])[cH:7][cH:8][c:9]1[O:10][CH3:11].[c:22]1([P:23]([c:24]2[cH:25][cH:26][cH:27][cH:28][cH:29]2)[c:30]2[cH:31][cH:32][cH:33][cH:34][cH:35]2)[cH:36][cH:37][cH:38][cH:39][cH:40]1>>[O:1]([c:2]1[cH:3][c:4]([CH:5]=[O:6])[cH:7][cH:8][c:9]1[O:10][CH3:11])[CH:13]1[CH2:12][c:20]2[c:15]([cH:16][cH:17][cH:18][cH:19]2)[CH2:14]1. Reactants: [H-].[Na+] (sodium hydride), ClC1=C(C=CC=C1)N1C(NC2=CC(=C(C(=C2C1=O)C)C(=O)OCC)C)=O (3-(2-chlorophenyl)-6-ethoxycarbonyl-5,7-dimethyl-2,4-(1H, 3H)-quinazolinedione), C(C)N(C(CCl)=O)CC (N,N-diethyl-chloroacetamide). Solvent: CN(C=O)C (dimethylformamide). Conditions: temperature 80 celsius, time 3 hour. Product: ClC1=C(C=CC=C1)N1C(N(C2=CC(=C(C(=C2C1=O)C)C(=O)OCC)C)CC(=O)N(CC)CC)=O (3-(2-chlorophenyl)-6-ethoxycarbonyl-5,7-dimethyl-1-(N,N-diethyl)aminocarbonylmethyl-2,4(1H, 3H)-quinazolinedione). The yield is 56.6%. As a reaction SMILES: [H-].[Na+].[Cl:3][C:4]1[CH:9]=[CH:8][CH:7]=[CH:6][C:5]=1[N:10]1[C:19](=[O:20])[C:18]2[C:13](=[CH:14][C:15]([CH3:27])=[C:16]([C:22]([O:24][CH2:25][CH3:26])=[O:23])[C:17]=2[CH3:21])[NH:12][C:11]1=[O:28].[CH2:29]([N:31]([CH2:36][CH3:37])[C:32](=[O:35])[CH2:33]Cl)[CH3:30]>CN(C)C=O>[Cl:3][C:4]1[CH:9]=[CH:8][CH:7]=[CH:6][C:5]=1[N:10]1[C:19](=[O:20])[C:18]2[C:13](=[CH:14][C:15]([CH3:27])=[C:16]([C:22]([O:24][CH2:25][CH3:26])=[O:23])[C:17]=2[CH3:21])[N:12]([CH2:33][C:32]([N:31]([CH2:36][CH3:37])[CH2:29][CH3:30])=[O:35])[C:11]1=[O:28] |f:0.1|. Reported procedure: A portion (30 mg) of sodium hydride suspension (50%) in mineral oil was added to a stirred solution of 3-(2-chlorophenyl)-6-ethoxycarbonyl-5,7-dimethyl-2,4-(1H, 3H)-quinazolinedione (187 mg) in dimethylformamide (10 ml). After addition of N,N-diethyl-chloroacetamide (80 mg), the mixture was stirred at 80° C. for 3 hours. The solvent was evaporated off at reduced pressure, and the residue was extracted with CHCl3. The CHCl3 extract was washed with water, dried over NaSO4 and concentrated. The res... Starting materials: CC(C)(OC(=O)N[C@@H](CC1=CC=C(C=C1)NC(=O)OCC1C2=CC=CC=C2C=2C=CC=CC12)C(=O)O)C (N-[(1,1-Dimethylethoxy)carbonyl]-4-[[(9H-fluoren-9-ylmethoxy)carbonyl]amino]-L-phenylalanine), C(C1=CC=CC=C1)Br (benzyl bromide), KHCO3. The solvent is CN(C)C=O (DMF). Reaction conditions: time 18 hour. Yields the product C1(=CC=CC=C1)COC([C@@H](NC(=O)OC(C)(C)C)CC1=CC=C(C=C1)NC(=O)OCC1C2=CC=CC=C2C=2C=CC=CC12)=O (N-[(1,1-dimethylethoxy)carbonyl]-4-[[(9H-fluoren-9-ylmethoxy)carbonyl]amino]-L-phenylalanine phenylmethyl ester). The yield is 89.4%. RXN SMILES: [CH3:1][C:2]([CH3:37])([O:4][C:5]([NH:7][C@H:8]([C:34]([OH:36])=[O:35])[CH2:9][C:10]1[CH:15]=[CH:14][C:13]([NH:16][C:17]([O:19][CH2:20][CH:21]2[C:33]3[CH:32]=[CH:31][CH:30]=[CH:29][C:28]=3[C:27]3[C:22]2=[CH:23][CH:24]=[CH:25][CH:26]=3)=[O:18])=[CH:12][CH:11]=1)=[O:6])[CH3:3].[CH2:38](Br)[C:39]1[CH:44]=[CH:43][CH:42]=[CH:41][CH:40]=1>CN(C=O)C>[C:39]1([CH2:38][O:35][C:34](=[O:36])[C@H:8]([CH2:9][C:10]2[CH:11]=[CH:12][C:13]([NH:16][C:17]([O:19][CH2:20][CH:21]3[C:33]4[CH:32]=[CH:31][CH:30]=[CH:29][C:28]=4[C:27]4[C:22]3=[CH:23][CH:24]=[CH:25][CH:26]=4)=[O:18])=[CH:14][CH:15]=2)[NH:7][C:5]([O:4][C:2]([CH3:37])([CH3:1])[CH3:3])=[O:6])[CH:44]=[CH:43][CH:42]=[CH:41][CH:40]=1. Reported procedure: N-[(1,1-Dimethylethoxy)carbonyl]-4-[[(9H-fluoren-9-ylmethoxy)carbonyl]amino]-L-phenylalanine (5.02 g, 10 mmol) and benzyl bromide (3.5 mL, 29 mmol) were stirred in DMF (25 mL) over KHCO3 (1.75 g, 17.5 mmol). After 18 hr, a white precipitate had formed. Most of the DMF was evaporated under reduced pressure, the residue was taken up in 100 mL of dichloromethane and was washed with water (2×50 mL). Most of the dichloromethane was evaporated and ether (100 mL) was added to precipitate the product. F... The reactants are Intermediate 1, C(=O)(C(F)(F)F)O (TFA), NCCC1=CNC2=CC=CC=C12 (tryptamine), O1CCOC2=C1C=CC(=C2)C=O (2,3-dihydrobenzo[1,4]dioxin-6-carboxaldehyde). The product is O1CCOC2=C1C=CC(=C2)C2NCCC=1C3=CC=CC=C3NC21 (1-(2,3-Dihydrobenzo[1.4]dioxin6-yl)-2,3,4,9-tetrahydro-1H-β-carboline). The yield is 75.0%. As a reaction SMILES: [NH2:1][CH2:2][CH2:3][C:4]1[C:12]2[C:7](=[CH:8][CH:9]=[CH:10][CH:11]=2)[NH:6][CH:5]=1.[O:13]1[C:18]2[CH:19]=[CH:20][C:21]([CH:23]=O)=[CH:22][C:17]=2[O:16][CH2:15][CH2:14]1.C(O)(C(F)(F)F)=O>>[O:13]1[C:18]2[CH:19]=[CH:20][C:21]([CH:23]3[C:5]4[NH:6][C:7]5[C:12](=[CH:11][CH:10]=[CH:9][CH:8]=5)[C:4]=4[CH2:3][CH2:2][NH:1]3)=[CH:22][C:17]=2[O:16][CH2:15][CH2:14]1. Procedure: This product was prepared using the same procedure as for Intermediate 1 with tryptamine (4,92 g, 30.7 mmol), 2,3-dihydrobenzo[1,4]dioxin-6-carboxaldehyde (5.05 g, 1.0 equiv.) and TFA (5.0 mL, 2 equiv.) to give the title compound (7.05 g, 75%) as white crystals after recrystallization from iPr2O.